From a dataset of the Open Reaction Database (ORD), a public repository of structured organic reaction records. describe an organic reaction: reactants, conditions, products, and yield Starting materials: CS(=O)(=O)O, O=P12OP3(=O)OP(=O)(O1)OP(=O)(O2)O3, O=C(O)CCc1ccsc1. The product is O=C1CCc2ccsc21. Reaction SMILES: [CH3:25][S:26](=[O:27])(=[O:28])[OH:29].[O:1]=[P:2]12[O:3][P:4]3(=[O:14])[O:5][P:6](=[O:12])([O:7][P:8](=[O:11])([O:9]3)[O:10]1)[O:13]2.[s:15]1[cH:16][c:17]([CH2:20][CH2:21][C:22](=[O:23])[OH:24])[cH:18][cH:19]1>>[s:15]1[c:16]2[c:17]([cH:18][cH:19]1)[CH2:20][CH2:21][C:22]2=[O:24].